From a dataset of the Open Reaction Database (ORD), a public repository of structured organic reaction records. describe an organic reaction: reactants, conditions, products, and yield The reactants are COC1=C(C=CC=C1OC)Br (2,3-dimethoxy-bromobenzene), [Al+3].[Cl-].[Cl-].[Cl-] (AlCl3), O (water). Run in C1(=CC=CC=C1)C (toluene). The product is OC1=C(C=CC=C1O)Br (2,3-dihydroxy-bromobenzene). Yield: 7.2%. Reaction SMILES: C[O:2][C:3]1[C:8]([O:9]C)=[CH:7][CH:6]=[CH:5][C:4]=1[Br:11].[Al+3].[Cl-].[Cl-].[Cl-].O>C1(C)C=CC=CC=1>[OH:2][C:3]1[C:8]([OH:9])=[CH:7][CH:6]=[CH:5][C:4]=1[Br:11] |f:1.2.3.4|. Procedure: To 2,3-dimethoxy-bromobenzene (8.2 g, 0.45 moles) in 50 mL of toluene was added AlCl3 (22.1 g, 0.178 moles). The reaction mixture was refluxed for 3 hours, cooled, poured into 800 mL of water, and extracted with 800 mL of ether. The ether extracts were dried over magnesium sulfate, filter and the solvent removed under reduced pressure. The residue was chromatographed on silica gel, eluted with methylene chloride and the fraction were combined and evaporated under reduced pressure to yield 2,3-di... Reactants: BrC=1C=C2C(=CNC(C2=CC1)=O)SC[C@@H]1CN(CCC1)C(=O)OC(C)(C)C (tert-Butyl (3S)-3-{[(6-bromo-1-oxo-1,2-dihydroisoquinolin-4-yl)sulfanyl]methyl}-piperidine-1-carboxylate), CS(=O)(=O)OCC1(CC1)CO[Si](C)(C)C(C)(C)C ([1-({[tert-butyl(dimethyl)silyl]oxy}methyl)cyclopropyl]methyl methanesulfonate). Product: BrC=1C=C2C(=CN(C(C2=CC1)=O)CC1(CC1)CO[Si](C)(C)C(C)(C)C)SC[C@@H]1CN(CCC1)C(=O)OC(C)(C)C (tert-Butyl (3S)-3-{[(6-bromo-2-{[1-({[tert-butyl(dimethyl)silyl]oxy}methyl)-cyclopropyl]methyl}-1-oxo-1,2-dihydroisoquinolin-4-yl)sulfanyl]methyl}piperidine-1-carboxylate). Isolated yield 40.3%. As a reaction SMILES: [Br:1][C:2]1[CH:3]=[C:4]2[C:9](=[CH:10][CH:11]=1)[C:8](=[O:12])[NH:7][CH:6]=[C:5]2[S:13][CH2:14][C@H:15]1[CH2:20][CH2:19][CH2:18][N:17]([C:21]([O:23][C:24]([CH3:27])([CH3:26])[CH3:25])=[O:22])[CH2:16]1.CS(O[CH2:33][C:34]1([CH2:37][O:38][Si:39]([C:42]([CH3:45])([CH3:44])[CH3:43])([CH3:41])[CH3:40])[CH2:36][CH2:35]1)(=O)=O>>[Br:1][C:2]1[CH:3]=[C:4]2[C:9](=[CH:10][CH:11]=1)[C:8](=[O:12])[N:7]([CH2:33][C:34]1([CH2:37][O:38][Si:39]([C:42]([CH3:45])([CH3:44])[CH3:43])([CH3:41])[CH3:40])[CH2:35][CH2:36]1)[CH:6]=[C:5]2[S:13][CH2:14][C@H:15]1[CH2:20][CH2:19][CH2:18][N:17]([C:21]([O:23][C:24]([CH3:27])([CH3:26])[CH3:25])=[O:22])[CH2:16]1. Procedure details: tert-Butyl (3S)-3-{[(6-bromo-1-oxo-1,2-dihydroisoquinolin-4-yl)sulfanyl]methyl}-piperidine-1-carboxylate (Example 63c, 190 mg) was reacted with [1-({[tert-butyl(dimethyl)silyl]oxy}methyl)cyclopropyl]methyl methanesulfonate (136 mg) by the method of Example 58c to afford the subtitle compound (110 mg) as a colourless oil. Starting materials: [BH4-], CCCCOc1ncc(C(C)=O)cc1-c1nc2c(CC)n(C3CCN(C(C)=O)CC3)nc2c(=O)[nH]1, CO, [Na+]. Product: CCCCOc1ncc(C(C)O)cc1-c1nc2c(CC)n(C3CCN(C(C)=O)CC3)nc2c(=O)[nH]1. As a reaction SMILES: [BH4-:1].[C:3]([CH3:4])(=[O:5])[c:6]1[cH:7][c:8](-[c:17]2[nH:18][c:19](=[O:37])[c:20]3[c:21]([n:22]2)[c:23]([CH2:35][CH3:36])[n:24]([CH:26]2[CH2:27][CH2:28][N:29]([C:32]([CH3:33])=[O:34])[CH2:30][CH2:31]2)[n:25]3)[c:9]([O:12][CH2:13][CH2:14][CH2:15][CH3:16])[n:10][cH:11]1.[CH3:38][OH:39].[Na+:2]>>[CH:3]([CH3:4])([OH:5])[c:6]1[cH:7][c:8](-[c:17]2[nH:18][c:19](=[O:37])[c:20]3[c:21]([n:22]2)[c:23]([CH2:35][CH3:36])[n:24]([CH:26]2[CH2:27][CH2:28][N:29]([C:32]([CH3:33])=[O:34])[CH2:30][CH2:31]2)[n:25]3)[c:9]([O:12][CH2:13][CH2:14][CH2:15][CH3:16])[n:10][cH:11]1. As a reaction SMILES: C[N:2](C)[CH:3]=[C:4]([N:13]1C(=O)C2C(=CC=CC=2)C1=O)[C:5](=O)[C:6]1[CH:11]=[CH:10][CH:9]=[CH:8][CH:7]=1.O.[NH2:26]N>C(O)C>[C:6]1([C:5]2[NH:26][N:2]=[CH:3][C:4]=2[NH2:13])[CH:11]=[CH:10][CH:9]=[CH:8][CH:7]=1 |f:1.2|. Yields the product C1(=CC=CC=C1)C1=C(C=NN1)N (5-phenyl-1H-pyrazol-4-amine). Reactants: mixture, CN(C=C(C(C1=CC=CC=C1)=O)N1C(C2=CC=CC=C2C1=O)=O)C (2-[1-(dimethylamino)-3-oxo-3-phenylprop-1-en-2-yl]-1H-isoindole-1,3(2H)dione), O.NN (hydrazine hydrate). Conditions: time 30 minute. Solvent: C(C)O (ethanol). Reported procedure: A 250 ml round-bottomed flask is charged at RT with 20.5 g of a mixture of the E and Z isomers of 2-[1-(dimethylamino)-3-oxo-3-phenylprop-1-en-2-yl]-1H-isoindole-1,3(2H)dione in 75 ml of ethanol. 7.8 ml of hydrazine hydrate are added. The suspension is stirred at RT for 1 h 30 min and then heated to reflux. After 1 h 30 min of heating, a thickening of the mixture may be observed, and it takes on a yellow colour. The suspension is filtered off hot with suction on a frit and the precipitate is was... The reactants are ClC=1C=CC2=C(CCC(O2)(C)CC(=O)O)C1 ((6-chloro-3,4-dihydro-2-methyl-2H-benzopyran-2-yl)acetic acid), S(=O)(Cl)Cl (thionyl chloride). The reagents and catalysts are CN(C=O)C (N,N-dimethylformamide). Solvent: C1=CC=CC=C1 (benzene). Product: ClC=1C=CC2=C(CCC(O2)(C)CC(=O)Cl)C1 ((6-chloro-3,4-dihydro-2-methyl-2H-benzopyran-2-yl)acetyl chloride). RXN SMILES: [Cl:1][C:2]1[CH:3]=[CH:4][C:5]2[O:10][C:9]([CH2:12][C:13](O)=[O:14])([CH3:11])[CH2:8][CH2:7][C:6]=2[CH:16]=1.S(Cl)([Cl:19])=O>CN(C)C=O.C1C=CC=CC=1>[Cl:1][C:2]1[CH:3]=[CH:4][C:5]2[O:10][C:9]([CH2:12][C:13]([Cl:19])=[O:14])([CH3:11])[CH2:8][CH2:7][C:6]=2[CH:16]=1. Reported procedure: To a solution composed of 2.89 g of (6-chloro-3,4-dihydro-2-methyl-2H-benzopyran-2-yl)acetic acid, 2 drops of N,N-dimethylformamide and 50 ml of benzene was added 0.9 ml of thionyl chloride and the mixture was refluxed for 2 hours. After cooling, the reaction mixture was evaporated under reduced pressure to remove the low-boiling substances. The above procedure gave (6-chloro-3,4-dihydro-2-methyl-2H-benzopyran-2-yl)acetyl chloride in a quantitative yield of 3.1 g. Starting materials: COC1=CC=C(C(=O)NCCC2=C(C=CC=C2)C)C=C1 (1-(4-Methoxybenzoylamino)-2-(2-methylphenyl)ethane), P(=O)(Cl)(Cl)Cl (phosphorus oxychloride), O=P12OP3(=O)OP(=O)(O1)OP(=O)(O2)O3 (phosphorus pentoxide). Yields the product COC1=CC=C(C=C1)C1=NCCC2=C(C=CC=C12)C (1-(4-methoxyphenyl)-5-methyl-3,4-dihydroisoquinoline). RXN SMILES: [CH3:1][O:2][C:3]1[CH:20]=[CH:19][C:6]([C:7]([NH:9][CH2:10][CH2:11][C:12]2[CH:17]=[CH:16][CH:15]=[CH:14][C:13]=2[CH3:18])=O)=[CH:5][CH:4]=1.P(Cl)(Cl)(Cl)=O.O=P12OP3(OP(OP(O3)(O1)=O)(=O)O2)=O>>[CH3:1][O:2][C:3]1[CH:20]=[CH:19][C:6]([C:7]2[C:17]3[C:12](=[C:13]([CH3:18])[CH:14]=[CH:15][CH:16]=3)[CH2:11][CH2:10][N:9]=2)=[CH:5][CH:4]=1. Procedure details: 1-(4-Methoxybenzoylamino)-2-(2-methylphenyl)ethane, phosphorus oxychloride and phosphorus pentoxide were reacted in the same way as in step (b) of Example 1 to afford 1-(4-methoxyphenyl)-5-methyl-3,4-dihydroisoquinoline as colorless prisms having a melting point of 83.0° to 83.5° C. Reactants: CCOC(C)=O, O=C(Cl)C(=O)Cl, Cc1cccc(C(=O)O)c1Cl, CN(C)C=O. Product: Cc1cccc(C(=O)Cl)c1Cl. RXN SMILES: [CH3:23][CH2:24][O:25][C:26]([CH3:27])=[O:28].[Cl:17][C:18]([C:19]([Cl:20])=[O:21])=[O:22].[Cl:1][c:2]1[c:3]([C:4](=[O:5])[OH:6])[cH:7][cH:8][cH:9][c:10]1[CH3:11].[O:12]=[CH:13][N:14]([CH3:15])[CH3:16]>>[Cl:1][c:2]1[c:3]([C:4](=[O:5])[Cl:17])[cH:7][cH:8][cH:9][c:10]1[CH3:11]. Starting materials: FC=1C(=C2C=3N(C(CO2)C)C=C(C(C3C1)=O)C(=O)O)F (9,10-difluoro-2,3-dihydro-3-methyl-7-oxo-7H-pyrido[1,2,3-de][1,4]-benzoxazine-6-carboxylic acid), COC=1C=C2CNCC2=CC1 (5-methoxyisoindoline), C1CCC2=NCCCN2CC1 (DBU). Solvent: CN(C)C=O (DMF). Yields the product COC=1C=C2CN(CC2=CC1)C=1C(=CC2=C3N(C(COC31)C)C=C(C2=O)C(=O)O)F (10-(5-methoxy-2-isoindolinyl)-9-fluoro-2,3-dihydro-3-methyl- 7-oxo-7H-pyrido[1,2,3-de][1,4]-benzoxazine-6-carboxylic acid). Isolated yield 51.0%. RXN SMILES: [F:1][C:2]1[C:3](F)=[C:4]2[O:9][CH2:8][CH:7]([CH3:10])[N:6]3[CH:11]=[C:12]([C:17]([OH:19])=[O:18])[C:13](=[O:16])[C:14]([CH:15]=1)=[C:5]23.[CH3:21][O:22][C:23]1[CH:24]=[C:25]2[C:29](=[CH:30][CH:31]=1)[CH2:28][NH:27][CH2:26]2.C1CCN2C(=NCCC2)CC1>CN(C=O)C>[CH3:21][O:22][C:23]1[CH:24]=[C:25]2[C:29](=[CH:30][CH:31]=1)[CH2:28][N:27]([C:3]1[C:2]([F:1])=[CH:15][C:14]3[C:13](=[O:16])[C:12]([C:17]([OH:19])=[O:18])=[CH:11][N:6]4[CH:7]([CH3:10])[CH2:8][O:9][C:4]=1[C:5]=34)[CH2:26]2. Reported procedure: 141 mg of 9,10-difluoro-2,3-dihydro-3-methyl-7-oxo-7H-pyrido[1,2,3-de][1,4]-benzoxazine-6-carboxylic acid, 104 mg of 5-methoxyisoindoline, 121 mg of DBU, and 1.5 ml of anhydrous DMF were processed in the same manner as in Example 20 to produce 105 mg of the target compound. Starting materials: O=C([O-])[O-], COc1ccc2c(c1)CCC(c1ccc(OC)cc1CNCCc1ccc(O)cc1)C2, CN(C)C=O, ClCCN1CCCCCC1, [K+], [K+], O. Yields the product COc1ccc2c(c1)CCC(c1ccc(OC)cc1CNCCc1ccc(OCCN3CCCCCC3)cc1)C2. Reaction SMILES: [C:32](=[O:33])([O-:34])[O-:35].[CH3:1][O:2][c:3]1[cH:4][cH:5][c:6]([CH:20]2[CH2:21][c:22]3[cH:23][cH:24][c:25]([O:30][CH3:31])[cH:26][c:27]3[CH2:28][CH2:29]2)[c:7]([CH2:9][NH:10][CH2:11][CH2:12][c:13]2[cH:14][cH:15][c:16]([OH:19])[cH:17][cH:18]2)[cH:8]1.[CH3:49][N:50]([CH3:51])[CH:52]=[O:53].[Cl:38][CH2:39][CH2:40][N:41]1[CH2:42][CH2:43][CH2:44][CH2:45][CH2:46][CH2:47]1.[K+:36].[K+:37].[OH2:48]>>[CH3:1][O:2][c:3]1[cH:4][cH:5][c:6]([CH:20]2[CH2:21][c:22]3[cH:23][cH:24][c:25]([O:30][CH3:31])[cH:26][c:27]3[CH2:28][CH2:29]2)[c:7]([CH2:9][NH:10][CH2:11][CH2:12][c:13]2[cH:14][cH:15][c:16]([O:19][CH2:39][CH2:40][N:41]3[CH2:42][CH2:43][CH2:44][CH2:45][CH2:46][CH2:47]3)[cH:17][cH:18]2)[cH:8]1.